This data is from the Open Reaction Database (ORD), a public repository of structured organic reaction records. The task is: describe an organic reaction: reactants, conditions, products, and yield Starting materials: CCNCC, C=O, ClCCl, CCOC(=O)C(Cc1ccnc(NC(=O)OC(C)(C)C)c1)C(=O)O. Yields the product C=C(Cc1ccnc(NC(=O)OC(C)(C)C)c1)C(=O)OCC. RXN SMILES: [CH2:1]([NH:2][CH2:3][CH3:4])[CH3:5].[CH2:30]=[O:31].[CH2:32]([Cl:33])[Cl:34].[CH2:6]([CH3:7])[O:8][C:9]([CH:10]([C:11]([OH:12])=[O:13])[CH2:14][c:15]1[cH:16][c:17]([NH:21][C:22](=[O:23])[O:24][C:25]([CH3:26])([CH3:27])[CH3:28])[n:18][cH:19][cH:20]1)=[O:29]>>[CH2:6]([CH3:7])[O:8][C:9]([C:10](=[CH2:11])[CH2:14][c:15]1[cH:16][c:17]([NH:21][C:22](=[O:23])[O:24][C:25]([CH3:26])([CH3:27])[CH3:28])[n:18][cH:19][cH:20]1)=[O:29]. The reactants are C(C1=CC=CC=C1)N1CC(CC1)(O)CNCC (1-benzyl-3-ethylaminomethyl-3-hydroxy-pyrrolidine), C=O (formaldehyde). Solvent: C(=O)O (formic acid). Conditions: temperature 80 celsius, time 4 hour. Yields the product C(C)N(C)CC1(CNCC1)O (3-(N-ethyl-N-methyl-aminomethyl)-3-hydroxy-pyrrolidine). RXN SMILES: C([N:8]1[CH2:12][CH2:11][C:10]([CH2:14][NH:15][CH2:16][CH3:17])([OH:13])[CH2:9]1)C1C=CC=CC=1.[CH2:18]=O>C(O)=O>[CH2:16]([N:15]([CH2:14][C:10]1([OH:13])[CH2:11][CH2:12][NH:8][CH2:9]1)[CH3:18])[CH3:17]. Reported procedure: 1.8 g (93 mmol) 1-benzyl-3-ethylaminomethyl-3-hydroxy-pyrrolidine (according to example Ca) are dissolved in a mixture of 9.5 g formic acid and 8.5 g 37% proof aqueous formaldehyde solution. The mixture is stirred at 80° C. for 4 hours. The solvents are removed in vacuo, the residue is taken up in water, and the pH is adjusted alkaline with potassium carbonate. The reaction mixture is then extracted with chloroforme, and the organic phase is dried with potassium carbonate. After filtration the o... Reactants: CS(=O)(=O)Cl (methanesulfonyl chloride), IC=1C=C(C=CC1)CCCCCCCCCCCCO (12-m-Iodophenyldodecanol), N#N (N2). The solvent is N1=CC=CC=C1 (pyridine). Yields the product S(C)(=O)(=O)[O-] (mesylate), CS(=O)(=O)OCCCCCCCCCCCCC1=CC(=CC=C1)I (12-(m-iodophenyl)dodecyl methane sulfonate). The yield is 139.9%. As a reaction SMILES: [I:1][C:2]1[CH:3]=[C:4]([CH2:8][CH2:9][CH2:10][CH2:11][CH2:12][CH2:13][CH2:14][CH2:15][CH2:16][CH2:17][CH2:18][CH2:19][OH:20])[CH:5]=[CH:6][CH:7]=1.N#N.[CH3:23][S:24](Cl)(=[O:26])=[O:25]>N1C=CC=CC=1>[S:24]([O-:26])(=[O:20])(=[O:25])[CH3:23].[CH3:23][S:24]([O:20][CH2:19][CH2:18][CH2:17][CH2:16][CH2:15][CH2:14][CH2:13][CH2:12][CH2:11][CH2:10][CH2:9][CH2:8][C:4]1[CH:5]=[CH:6][CH:7]=[C:2]([I:1])[CH:3]=1)(=[O:26])=[O:25]. Reported procedure: 12-m-Iodophenyldodecanol (5.88 g, 15.17 mmol) was placed into a flame-dried three-neck 100 ml round-bottomed flask equipped with a reflux condenser and charged with N2. Anhydrous pyridine (30 ml) was added. The mixture was cooled to 0° C. before freshly distilled methanesulfonyl chloride (2.0 ml, 25.96 mmol) was added drop-wise. The reaction mixture was allowed to warm to room temperature. After the reaction mixture had been stirred for several hours, it was poured into ice cold H2O and the resu... The reactants are C(CCCCCCCCCCC)O (lauryl alcohol), alcohol, C(CCCCCCCCCCC)N (lauryl amine), N (ammonia), CC1=C(C(=C(C2=C1COC2=O)O[C@H]3[C@@H]([C@H]([C@@H]([C@H](O3)C(=O)O)O)O)O)C/C=C(\C)/CCC(=O)O)OC (MPaG). Product: C(CCCCCCCCCCC)NCCCCCCCCCCCC (dilauryl amine). As a reaction SMILES: [CH2:1](O)[CH2:2][CH2:3][CH2:4][CH2:5][CH2:6][CH2:7][CH2:8][CH2:9][CH2:10][CH2:11][CH3:12].N.CC1C2COC(=O)C=2C(O[C@@H]2O[C@H](C(O)=O)[C@@H](O)[C@H](O)[C@H]2O)=C(C/C=C(/CCC(O)=O)\C)C=1OC.[CH2:50]([NH2:62])[CH2:51][CH2:52][CH2:53][CH2:54][CH2:55][CH2:56][CH2:57][CH2:58][CH2:59][CH2:60][CH3:61]>>[CH2:1]([NH:62][CH2:50][CH2:51][CH2:52][CH2:53][CH2:54][CH2:55][CH2:56][CH2:57][CH2:58][CH2:59][CH2:60][CH3:61])[CH2:2][CH2:3][CH2:4][CH2:5][CH2:6][CH2:7][CH2:8][CH2:9][CH2:10][CH2:11][CH3:12]. Procedure details: The same procedure as in Example 3 was repeated except for using 150 g (0.81 mol) of lauryl alcohol in place of stearyl alcohol and using ammonia in an amount of 69 g (4.06 mol), thereby conducting the reaction for 11 h. The initial maximum pressure as measured at a reaction temperature of 220° C. was 21 MPaG. The resultant reaction product was analyzed in the same manner as in Example 1. As a result, it was confirmed that the conversion of the raw alcohol was 96.3%, the selectivity to lauryl am... Reactants: [OH-].[Na+] (sodium hydroxide), N(=[N+]=[N-])C1=C(C=CC=C1)Cl (1-azido-2-chlorobenzene), CO.C[O-].[Na+] (sodium methoxide methanol), COCCCCC(CC(=O)OC)=O (methyl 7-methoxy-3-oxoheptanoate). Run in CO (methanol). Conditions: temperature 60 celsius, time 3 hour. Product: ClC1=C(C=CC=C1)N1N=NC(=C1CCCCOC)C(=O)O (1-(2-chlorophenyl)-5-(4-methoxybutyl)-1H-1,2,3-triazole-4-carboxylic acid). Yield: 57.8%. Reaction SMILES: [CH3:1][O:2][CH2:3][CH2:4][CH2:5][CH2:6][C:7](=O)[CH2:8][C:9]([O:11]C)=[O:10].[N:14]([C:17]1[CH:22]=[CH:21][CH:20]=[CH:19][C:18]=1[Cl:23])=[N+:15]=[N-:16].CO.C[O-].[Na+].[OH-].[Na+]>CO>[Cl:23][C:18]1[CH:19]=[CH:20][CH:21]=[CH:22][C:17]=1[N:14]1[C:7]([CH2:6][CH2:5][CH2:4][CH2:3][O:2][CH3:1])=[C:8]([C:9]([OH:11])=[O:10])[N:16]=[N:15]1 |f:2.3.4,5.6|. Reported procedure: A solution of methyl 7-methoxy-3-oxoheptanoate (2.0 g) in methanol (70 ml) was cooled to 0° C.-5° C., 1-azido-2-chlorobenzene (1.08 g) and 28% sodium methoxide methanol solution (2 g) were added and the mixture was stirred at 60° C. for 3 hr. Then, 1N sodium hydroxide (14 ml) was added, and the mixture was stirred at 60° C. for 1 hr. The solvent was evaporated under reduced pressure and water (20 ml) was added to the residue. 1N Hydrochloric acid was added for neutralization and the mixture was ...